This data is from the Open Reaction Database (ORD), a public repository of structured organic reaction records. The task is: describe an organic reaction: reactants, conditions, products, and yield Reactants: C1(=CC=CC=C1)C(CCC1=CC=CC=C1)O (1,3-diphenylpropanol), OC1=CC=C(C(=O)OCC)C=C1 (ethyl 4-hydroxybenzoate), N(=NC(=O)OCC)C(=O)OCC (diethyl azodicarboxylate), C1(=CC=CC=C1)P(C1=CC=CC=C1)C1=CC=CC=C1 (triphenyl phosphine). Solvent: O1CCCC1 (tetrahydrofuran). Run at time 8 hour. Yields the product C1(=CC=CC=C1)C(CCC1=CC=CC=C1)OC1=CC=C(C(=O)OCC)C=C1 (ethyl 4-(1,3-diphenyl-1-propoxy)benzoate). Reaction SMILES: [C:1]1([CH:7]([OH:16])[CH2:8][CH2:9][C:10]2[CH:15]=[CH:14][CH:13]=[CH:12][CH:11]=2)[CH:6]=[CH:5][CH:4]=[CH:3][CH:2]=1.O[C:18]1[CH:28]=[CH:27][C:21]([C:22]([O:24][CH2:25][CH3:26])=[O:23])=[CH:20][CH:19]=1.C1(P(C2C=CC=CC=2)C2C=CC=CC=2)C=CC=CC=1.N(C(OCC)=O)=NC(OCC)=O>O1CCCC1>[C:1]1([CH:7]([O:16][C:18]2[CH:28]=[CH:27][C:21]([C:22]([O:24][CH2:25][CH3:26])=[O:23])=[CH:20][CH:19]=2)[CH2:8][CH2:9][C:10]2[CH:11]=[CH:12][CH:13]=[CH:14][CH:15]=2)[CH:6]=[CH:5][CH:4]=[CH:3][CH:2]=1. Procedure: To 6-2 (2.12 g, 10.0 mmol) in tetrahydrofuran (25 ml) under a nitrogen atmosphere was added ethyl 4-hydroxybenzoate (6-3) (1.66 g, 10.0 mmol) followed by triphenyl phosphine (3.15 g, 12.0 mmol). The mixture was cooled in an ice bath and diethyl azodicarboxylate (2.09 g, 12 mmol) was added. This mixture was stirred overnight at ambient temperature and the solvent was removed in vacuo. The residue was taken up in the water and the ether layer was separated, washed with sodium bicarbonate and water... Starting materials: ClC=1C(=NC=CN1)SCl (3-chloro-2-pyrazinesulfenyl chloride), C[Si](C)(C)C#N (trimethylsilyl cyanide). Run in C(C)#N (acetonitrile). Reaction conditions: temperature 0 celsius, time 18 hour. Yields the product ClC1=NC=CN=C1SC#N (2-Chloro-3-thiocyanatopyrazine). RXN SMILES: [Cl:1][C:2]1[C:3]([S:8]Cl)=[N:4][CH:5]=[CH:6][N:7]=1.C[Si]([C:14]#[N:15])(C)C>C(#N)C>[Cl:1][C:2]1[C:3]([S:8][C:14]#[N:15])=[N:4][CH:5]=[CH:6][N:7]=1. Procedure: 1.81 grams (0.01 mole) of 3-chloro-2-pyrazinesulfenyl chloride was dissolved in acetonitrile with stirring under nitrogen at 0° C. To the stirred solution, 0.99 gram (0.01 mole) of trimethylsilyl cyanide was added rapidly and the stirring continued for 18 hours. At the end of this period, the acetonitrile and residual trimethylsilyl cyanide were removed by blowing a stream of nitrogen over the reaction mixture and the desired product recovered as residue. The product was crystallized from ethano... The reactants are C(C)NCC1=CC=C(S1)C=1C=C2C(=CNC2=C(C1)C(=O)N)C1CCN(CC1)S(=O)(=O)CC (5-{5-[(ethylamino)methyl]-2-thienyl}-3-[1-(ethylsulfonyl)-4-piperidinyl]-1H-indole-7-carboxamide), [BH3-]C#N.[Na+] (NaCNBH3), C(=O)C1=CC=C(S1)B(O)O ((5-formyl-2-thienyl)boronic acid), C1(CC1)CN ((cyclopropylmethyl)amine). The product is C1(CC1)CNCC1=CC=C(S1)B(O)O ((5-{[(cyclopropylmethyl)amino]methyl}-2-thienyl)boronic acid). As a reaction SMILES: C(NCC1SC(C2C=C3C(=C(C(N)=O)C=2)NC=C3[CH:22]2[CH2:27]C[N:25](S(CC)(=O)=O)[CH2:24][CH2:23]2)=CC=1)C.[CH:33]([C:35]1[S:39][C:38]([B:40]([OH:42])[OH:41])=[CH:37][CH:36]=1)=O.C1(CN)CC1.[BH3-]C#N.[Na+]>>[CH:23]1([CH2:24][NH:25][CH2:33][C:35]2[S:39][C:38]([B:40]([OH:42])[OH:41])=[CH:37][CH:36]=2)[CH2:22][CH2:27]1 |f:3.4|. Procedure details: Following the general procedure of 5-{5-[(ethylamino)methyl]-2-thienyl}-3-[1-(ethylsulfonyl)-4-piperidinyl]-1H-indole-7-carboxamide, (5-formyl-2-thienyl)boronic acid (50 mg, 0.32 mmol), (cyclopropylmethyl)amine (0.027 mL, 0.32 mmol), and NaCNBH3 (40 mg, 0.64 mmol) were reacted to give 73 mg of crude (5-{[(cyclopropylmethyl)amino]methyl}-2-thienyl)boronic acid. The crude (5-{[(cyclopropylmethyl)amino]methyl}-2-thienyl)boronic acid was then reacted with 5-bromo-3-[1-(ethylsulfonyl)-4-piperidinyl]-... Starting materials: C(=O)(C(F)(F)F)O (TFA), [SiH](CC)(CC)CC (Et3SiH), CC1=NOC(=C1C=1N(C2=CC=CC=C2C1C(C(=O)N)O)C1=CC=C(C=C1)O)C (2-(2-(3,5-dimethylisoxazol-4-yl)-1-(4-hydroxyphenyl)-1H-indol-3-yl)-2-hydroxyacetamide). Conditions: time 60 minute. Product: CC1=NOC(=C1C=1N(C2=CC=CC=C2C1CC(=O)N)C1=CC=C(C=C1)O)C (2-(2-(3,5-dimethylisoxazol-4-yl)-1-(4-hydroxyphenyl)-1H-indol-3-yl)acetamide). RXN SMILES: C(O)(C(F)(F)F)=O.[SiH](CC)(CC)CC.[CH3:15][C:16]1[C:20]([C:21]2[N:22]([C:35]3[CH:40]=[CH:39][C:38]([OH:41])=[CH:37][CH:36]=3)[C:23]3[C:28]([C:29]=2[CH:30](O)[C:31]([NH2:33])=[O:32])=[CH:27][CH:26]=[CH:25][CH:24]=3)=[C:19]([CH3:42])[O:18][N:17]=1>>[CH3:15][C:16]1[C:20]([C:21]2[N:22]([C:35]3[CH:36]=[CH:37][C:38]([OH:41])=[CH:39][CH:40]=3)[C:23]3[C:28]([C:29]=2[CH2:30][C:31]([NH2:33])=[O:32])=[CH:27][CH:26]=[CH:25][CH:24]=3)=[C:19]([CH3:42])[O:18][N:17]=1. Reported procedure: 1 ml TFA and 19 μl Et3SiH were added to 2-(2-(3,5-dimethylisoxazol-4-yl)-1-(4-hydroxyphenyl)-1H-indol-3-yl)-2-hydroxyacetamide at 0° C. and the mixture was stirred for 60 min. The solvent was evaporated without heating followed by short silica gel purification (EtOAc/heptane; 1:9 to 8:2) to provide 2-(2-(3,5-dimethylisoxazol-4-yl)-1-(4-hydroxyphenyl)-1H-indol-3-yl)acetamide (E37). ES/MS m/z: 362.3 (M+H); 1H NMR (methanol-d3, 500 MHz): 8.98 m, 1H), 8.46-8.35 (m, 5H), 8.16 (m, 2H), 4.78 (d, 21-1, ... Reported procedure: To a solution of 0.520 g (1.30 mmol) of the product of Step C dissolved in 3 mL of anhydrous THF was added 1.3 mL (1.3 mmol) of a 1N solution of tetra-n-butylammonium fluoride in THF and the mixture was stirred at room temperature 1.5 hours. The mixture was then concentrated in vacuo and the residue was purified on a silica gel flash chromatography column eluted with 70% ethyl acetate/hexane to afford 0.230 g (62%) of the title compound. The product is OCC1=CC=C(OC(C(=O)OC)CC2=CC=CC=C2)C=C1 (methyl 2-(4-hydroxymethylphenoxy)-3-phenylpropanoate). As a reaction SMILES: [Si]([O:8][CH2:9][C:10]1[CH:28]=[CH:27][C:13]([O:14][CH:15]([CH2:20][C:21]2[CH:26]=[CH:25][CH:24]=[CH:23][CH:22]=2)[C:16]([O:18][CH3:19])=[O:17])=[CH:12][CH:11]=1)(C(C)(C)C)(C)C.[F-].C([N+](CCCC)(CCCC)CCCC)CCC>C1COCC1>[OH:8][CH2:9][C:10]1[CH:11]=[CH:12][C:13]([O:14][CH:15]([CH2:20][C:21]2[CH:26]=[CH:25][CH:24]=[CH:23][CH:22]=2)[C:16]([O:18][CH3:19])=[O:17])=[CH:27][CH:28]=1 |f:1.2|. The solvent is C1CCOC1 (THF), C1CCOC1 (THF). Yield: 61.8%. Starting materials: solution, [F-].C(CCC)[N+](CCCC)(CCCC)CCCC (tetra-n-butylammonium fluoride), [Si](C)(C)(C(C)(C)C)OCC1=CC=C(OC(C(=O)OC)CC2=CC=CC=C2)C=C1 (methyl 2-(4-tert-butyldimethylsilyloxymethylphenoxy)-3-phenylpropanoate). Run at time 1.5 hour.